Dataset: the Open Reaction Database (ORD), a public repository of structured organic reaction records. Task: describe an organic reaction: reactants, conditions, products, and yield Reactants: COC1=CC=C(C=C1)N1CCN(CC1)C1=CC=C(C=C1)N1C=NN(C1=O)C(C)CCC (4-(4-(4-(4-Methoxyphenyl)piperazin-1-yl)phenyl)-1-(pentan-2-yl)-1H-1,2,4-triazol-5(4H)-one). Run in Br (HBr). Yields the product OC1=CC=C(C=C1)N1CCN(CC1)C1=CC=C(C=C1)N1C=NN(C1=O)CCCCC (4-(4-(4-(4-Hydroxyphenyl)piperazin-1-yl)phenyl)-1-pentyl-1H-1,2,4-triazol-5(4H)-one). The yield is 97.0%. Reaction SMILES: C[O:2][C:3]1[CH:8]=[CH:7][C:6]([N:9]2[CH2:14][CH2:13][N:12]([C:15]3[CH:20]=[CH:19][C:18]([N:21]4[C:25](=[O:26])[N:24](C(CCC)C)[N:23]=[CH:22]4)=[CH:17][CH:16]=3)[CH2:11][CH2:10]2)=[CH:5][CH:4]=1>Br>[OH:2][C:3]1[CH:4]=[CH:5][C:6]([N:9]2[CH2:10][CH2:11][N:12]([C:15]3[CH:16]=[CH:17][C:18]([N:21]4[C:25](=[O:26])[N:24]([CH2:5][CH2:4][CH2:3][CH2:8][CH3:7])[N:23]=[CH:22]4)=[CH:19][CH:20]=3)[CH2:13][CH2:14]2)=[CH:7][CH:8]=1. Reported procedure: This compound was synthesized as a white amorphous solid from 4h (41.1 mg, 0.098 mmol) in 48% aqueous HBr (1.0 mL) in 97% yield by following general procedure 1.4: 1H NMR (400 MHz, CDCl3, δH) 7.62 (s, 1H), 7.36 (d, J=8.4 Hz, 2H), 6.95 (d, J=8.5 Hz, 2H), 6.83 (d, J=8.4 Hz, 2H), 6.68 (d, J=8.5 Hz, 2H), 4.52-4.28 (m, 1H), 3.39-3.28 (m, 4H), 3.25-3.14 (m, 4H), 1.94-1.78 (m, 1H), 1.64 (ddd, J=19.7, 12.6, 5.8 Hz, 1H), 1.44-1.23 (m, 5H), 0.92 (t, J=7.3 Hz, 3H); 13C NMR (100 MHz, CDCl3, δC) 152.47, 151.... The reactants are S(C)(=O)(=O)O.NC=1C=2N(C=C(C1)C(=O)N)C(=C(N2)C)C (8-Amino-2,3-dimethylimidazo[1,2-a]pyridine-6-carboxamide mesylate), ClCC=1C(=CC=CC1)C (α-chloro-o-xylene), C(C)(C)N(CC)C(C)C (diisopropylethylamin). Solvent: CN(C=O)C (dimethylformamide). The product is CC=1N=C2N(C=C(C=C2NCC2=C(C=CC=C2)C)C(=O)N)C1C (2,3-dimethyl-8-(2-methylbenzylamino)-imidazo[1,2-a]pyridine-6-carboxamide). Yield: 13.2%. As a reaction SMILES: S(O)(=O)(=O)C.[NH2:6][C:7]1[C:8]2[N:9]([C:16]([CH3:20])=[C:17]([CH3:19])[N:18]=2)[CH:10]=[C:11]([C:13]([NH2:15])=[O:14])[CH:12]=1.Cl[CH2:22][C:23]1[C:24]([CH3:29])=[CH:25][CH:26]=[CH:27][CH:28]=1.C(N(C(C)C)CC)(C)C>CN(C)C=O>[CH3:19][C:17]1[N:18]=[C:8]2[C:7]([NH:6][CH2:22][C:23]3[CH:28]=[CH:27][CH:26]=[CH:25][C:24]=3[CH3:29])=[CH:12][C:11]([C:13]([NH2:15])=[O:14])=[CH:10][N:9]2[C:16]=1[CH3:20] |f:0.1|. Procedure: 8-Amino-2,3-dimethylimidazo[1,2-a]pyridine-6-carboxamide mesylate (1.0 g, 2.7 mmol), α-chloro-o-xylene (0.38 g, 2.7 mmol) and diisopropylethylamin (0.76 g, 5.9 mmol) in dimethylformamide (7 ml) were stirred at 50° C. for 7 h and at room temperature for 72 h. The solvent was evaporated and the residue was treated with a mixture of methylene chloride, water and a small amount of diisopropylethylamin. The solid that formed was isolated by filtration and washed with ethylacetate to give 0.11 g (13%)... Starting materials: ClC1=NS(C2=C1C=CC=C2)(=O)=O (3-chlorobenzoisothiazole 1,1-dioxide), N1(CCOCC1)CC=1C=C(OCCCN)C=CC1 (3-[3-(4-morpholinylmethyl)phenoxy]-1-propanamine). Run in C(Cl)(Cl)Cl (chloroform). Conditions: time 15 minute. Yields the product Cl.N1(CCOCC1)CC=1C=C(OCCCNC2=NS(C3=C2C=CC=C3)(=O)=O)C=CC1 (N-[3-[3-(4-morpholinylmethyl)phenoxy]propyl]-1,2-benzisothiazol-3-amine 1,1-dioxide hydrochloride). Reaction SMILES: [Cl:1][C:2]1[C:6]2[CH:7]=[CH:8][CH:9]=[CH:10][C:5]=2[S:4](=[O:12])(=[O:11])[N:3]=1.[N:13]1([CH2:19][C:20]2[CH:21]=[C:22]([CH:28]=[CH:29][CH:30]=2)[O:23][CH2:24][CH2:25][CH2:26][NH2:27])[CH2:18][CH2:17][O:16][CH2:15][CH2:14]1>C(Cl)(Cl)Cl>[ClH:1].[N:13]1([CH2:19][C:20]2[CH:21]=[C:22]([CH:28]=[CH:29][CH:30]=2)[O:23][CH2:24][CH2:25][CH2:26][NH:27][C:2]2[C:6]3[CH:7]=[CH:8][CH:9]=[CH:10][C:5]=3[S:4](=[O:12])(=[O:11])[N:3]=2)[CH2:14][CH2:15][O:16][CH2:17][CH2:18]1 |f:3.4|. Reported procedure: A solution of 1.37 g (0.0068 moles) of 3-chlorobenzoisothiazole 1,1-dioxide is added dropwise to 1.7 g (0.0068 moles) of 3-[3-(4-morpholinylmethyl)phenoxy]-1-propanamine in 150 ml of gently refluxing chloroform, over 30 minutes. The reflux is continued for 15 minutes after the end of the addition, then the reaction mixture is evaporated to dryness. The residue is treated with ethanol-ethyl acetate, causing the formation of a yellow-white solid. m.p. 21° C. (dec.) Recrystallization of the crude p... The reactants are BrC1=CC(=C(OC2=NC(=CC(=C2C)NC(CC)CC)C)C(=C1)C)C ([2-(4-bromo-2,6-dimethyl-phenoxy)-3,6-dimethyl-pyridin-4-yl]-(1-ethyl-propyl)-amine), C(CCC)[Li] (n-butyllithium), C1CCOC1 (THF), n,N-dimethylformamide. Run at temperature -78 celsius, time 10 minute. The product is C(C)C(CC)NC1=C(C(=NC(=C1)C)OC1=C(C=C(C=O)C=C1C)C)C (4-[4-(1-Ethyl-propylamino)-3,6-dimethyl-pyridin-2-yloxy]-3,5-dimethyl-benzaldehyde). As a reaction SMILES: Br[C:2]1[CH:22]=[C:21]([CH3:23])[C:5]([O:6][C:7]2[C:12]([CH3:13])=[C:11]([NH:14][CH:15]([CH2:18][CH3:19])[CH2:16][CH3:17])[CH:10]=[C:9]([CH3:20])[N:8]=2)=[C:4]([CH3:24])[CH:3]=1.C([Li])CCC.C1C[O:33][CH2:32]C1>>[CH2:16]([CH:15]([NH:14][C:11]1[CH:10]=[C:9]([CH3:20])[N:8]=[C:7]([O:6][C:5]2[C:21]([CH3:23])=[CH:22][C:2]([CH:32]=[O:33])=[CH:3][C:4]=2[CH3:24])[C:12]=1[CH3:13])[CH2:18][CH3:19])[CH3:17]. Procedure details: To a solution of [2-(4-bromo-2,6-dimethyl-phenoxy)-3,6-dimethyl-pyridin-4-yl]-(1-ethyl-propyl)-amine in dry THF was added n-butyllithium at −78° C. After stirring at −78° C. for 10 min, n,N-dimethylformamide was added and the resulting mixture was stirred at −78° C. for 20 min, the dry-ice bath was removed. After stirring for 5 min, the mixture was quenched with diluted HCl, water and adjusted to pH7.5 and extracted with ethyl acetate. The organic layer was separated, dried, and concentrated to ...